This data is from the Open Reaction Database (ORD), a public repository of structured organic reaction records. The task is: describe an organic reaction: reactants, conditions, products, and yield Reactants: N(=[N+]=[N-])CC=1CS[C@H]2N(C1C(=O)O)C(C2NC(\C(=N/OC(C)(C)C(=O)OC(C)(C)C)\C=2N=C(SC2)NC(C2=CC=CC=C2)(C2=CC=CC=C2)C2=CC=CC=C2)=O)=O (3-azidomethyl-7-[2-(2-tritylaminothiazol-4-yl)-2-((Z)-1-t-butoxycarbonyl1-methylethoxyimino)-acetamido]ceph-3-em-4-carboxylic acid), O (water). The reagents and catalysts are [Ni] (Raney nickel). Run in CO (MeOH), C(=O)(C(F)(F)F)O (TFA), C(=O)(C(F)(F)F)O (TFA). Conditions: time 1 hour. Product: NCC=1CS[C@H]2N(C1C(=O)O)C(C2NC(\C(=N/OC(C)(C)C(=O)O)\C=2N=C(SC2)N)=O)=O (3-aminomethyl-7-[2-(2-aminothiazol-4-yl)-2-((Z)-1-carboxy-1-methylethoxyimino)acetamido]ceph-3-em-4-carboxylic acid). Yield: 35.1%. Reaction SMILES: [N:1]([CH2:4][C:5]1[CH2:6][S:7][C@@H:8]2[CH:15]([NH:16][C:17](=[O:56])/[C:18](/[C:31]3[N:32]=[C:33]([NH:36]C(C4C=CC=CC=4)(C4C=CC=CC=4)C4C=CC=CC=4)[S:34][CH:35]=3)=[N:19]\[O:20][C:21]([C:24]([O:26]C(C)(C)C)=[O:25])([CH3:23])[CH3:22])[C:14](=[O:57])[N:9]2[C:10]=1[C:11]([OH:13])=[O:12])=[N+]=[N-].O>[Ni].CO.C(O)(C(F)(F)F)=O>[NH2:1][CH2:4][C:5]1[CH2:6][S:7][C@@H:8]2[CH:15]([NH:16][C:17](=[O:56])/[C:18](/[C:31]3[N:32]=[C:33]([NH2:36])[S:34][CH:35]=3)=[N:19]\[O:20][C:21]([C:24]([OH:26])=[O:25])([CH3:23])[CH3:22])[C:14](=[O:57])[N:9]2[C:10]=1[C:11]([OH:13])=[O:12]. Procedure: An aqueous slurry of Raney nickel (10.2 g.) was added in one portion to a stirred solution of the azide (20.0 g.) in a mixture of MeOH (60 ml.) and TFA (60 ml.) at room temperature. A vigorous effervescence was observed. Stirring was continued for 1 hour and the Raney nickel was removed by filtration through diatomaceous earth. The filter pad was washed well with MeOH and the washings were combined with the filtrate. The solvents were evaporated under reduced pressure to give a pale green solid ... Reactants: CC1(c2ccccc2)CCC(=O)C2CN(Cc3ccccc3)CC21, C=COC(=O)Cl, ClCCCl. Yields the product C=COC(=O)N1CC2C(=O)CCC(C)(c3ccccc3)C2C1. Reaction SMILES: [CH2:1]([c:2]1[cH:3][cH:4][cH:5][cH:6][cH:7]1)[N:8]1[CH2:9][CH:10]2[C:11]([c:18]3[cH:19][cH:20][cH:21][cH:22][cH:23]3)([CH3:24])[CH2:12][CH2:13][C:14](=[O:17])[CH:15]2[CH2:16]1.[Cl:25][C:26](=[O:27])[O:28][CH:29]=[CH2:30].[Cl:31][CH2:32][CH2:33][Cl:34]>>[N:8]1([C:26](=[O:27])[O:28][CH:29]=[CH2:30])[CH2:9][CH:10]2[C:11]([c:18]3[cH:19][cH:20][cH:21][cH:22][cH:23]3)([CH3:24])[CH2:12][CH2:13][C:14](=[O:17])[CH:15]2[CH2:16]1. Starting materials: C=CC (propylene), tetralins, olefin, C1CCCC2=CC=CC=C12 (tetralin), aliphatic alcohols, [O-2].[Ca+2] (calcium oxide), [O-2].[Mg+2] (magnesium oxide), alcohol. Product: C(C)(C)C=1C=C2CCCCC2=CC1 (6-isopropyltetralin). Yield: 92.0%. Procedure: Bouncer, EP 160145A, has taught that tetralin can be selectively monoalkylated with olefins using as catalysts a wide pore amorphous silica-alumina. Muganlinsk et al., SU1076424-A have obtained [presumably] monoalkyltetralins in 95-98% yield by alkylating tetralins with aliphatic alcohols containing 4 to 10 carbon atoms using a sulfated silica-alumina (approximately 7:1) containing iron oxide, calcium oxide, and magnesium oxide. However, it seems likely that alkylation occurs via olefin arising ... As a reaction SMILES: [O-2].[Ca+2].[O-2].[Mg+2].[CH2:5]1[C:14]2[C:9](=[CH:10][CH:11]=[CH:12][CH:13]=2)[CH2:8][CH2:7][CH2:6]1.[CH2:15]=[CH:16][CH3:17]>[O-2].[Fe+2]>[CH:16]([C:11]1[CH:10]=[C:9]2[C:14](=[CH:13][CH:12]=1)[CH2:5][CH2:6][CH2:7][CH2:8]2)([CH3:17])[CH3:15] |f:0.1,2.3,6.7|. The reagents and catalysts are [O-2].[Fe+2] (iron oxide). The reactants are NC[C@H]1N(CCC[C@H]1C)C(=O)C1=C(C=CC(=C1)Cl)C1=NC=CC=N1 (((2S,3R)-2-(aminomethyl)-3-methylpiperidin-1-yl)(5-chloro-2-(pyrimidin-2-yl)phenyl)methanone), ClC1=NC=C(C=N1)Cl (2,5-dichloropyrimidine). The product is ClC=1C=CC(=C(C1)C(=O)N1[C@@H]([C@@H](CCC1)C)CNC1=NC=C(C=N1)Cl)C1=NC=CC=N1 ((5-Chloro-2-(pyrimidin-2-yl)phenyl)((2S,3R)-2-(((5-chloropyrimidin-2-yl)amino)methyl)-3-methylpiperidin-1-yl)methanone). RXN SMILES: [NH2:1][CH2:2][C@@H:3]1[C@H:8]([CH3:9])[CH2:7][CH2:6][CH2:5][N:4]1[C:10]([C:12]1[CH:17]=[C:16]([Cl:18])[CH:15]=[CH:14][C:13]=1[C:19]1[N:24]=[CH:23][CH:22]=[CH:21][N:20]=1)=[O:11].Cl[C:26]1[N:31]=[CH:30][C:29]([Cl:32])=[CH:28][N:27]=1>>[Cl:18][C:16]1[CH:15]=[CH:14][C:13]([C:19]2[N:20]=[CH:21][CH:22]=[CH:23][N:24]=2)=[C:12]([C:10]([N:4]2[CH2:5][CH2:6][CH2:7][C@@H:8]([CH3:9])[C@H:3]2[CH2:2][NH:1][C:26]2[N:31]=[CH:30][C:29]([Cl:32])=[CH:28][N:27]=2)=[O:11])[CH:17]=1. Procedure details: The title compound was prepared following the same general protocol as described for Example A45 using ((2S,3R)-2-(aminomethyl)-3-methylpiperidin-1-yl)(5-chloro-2-(pyrimidin-2-yl)phenyl)methanone and 2,5-dichloropyrimidine. MS (ESI) 457 (M+H). Starting materials: CC1=CC=C(C=C1)S(=O)(=O)OCC1CCN(CC1)C(=O)OC(C)(C)C (4-(4-Methylphenylsulphonyloxymethyl)-1-tert-butyloxycarbonylpiperidine), OC1=C(C=C2C(N(C=NC2=C1)COC(C(C)(C)C)=O)=O)OC (7-hydroxy-6-methoxy-3-((pivaloyloxy)methyl)-3,4-dihydroquinazolin-4-one), Cl (hydrochloric acid). The solvent is CN(C)C=O (DMF). Reaction conditions: time 30 minute. Product: COC=1C=C2C(N(C=NC2=CC1OCC1CCN(CC1)C(=O)OC(C)(C)C)COC(C(C)(C)C)=O)=O (6-methoxy-3-((pivaloyloxy)methyl)-7-((1-tert-butyloxycarbonylpiperidin-4-yl)methoxy)-3,4-dihydroquinazolin-4-one). The yield is 78.4%. Reaction SMILES: [OH:1][C:2]1[CH:11]=[C:10]2[C:5]([C:6](=[O:20])[N:7]([CH2:12][O:13][C:14](=[O:19])[C:15]([CH3:18])([CH3:17])[CH3:16])[CH:8]=[N:9]2)=[CH:4][C:3]=1[O:21][CH3:22].CC1C=CC(S(O[CH2:34][CH:35]2[CH2:40][CH2:39][N:38]([C:41]([O:43][C:44]([CH3:47])([CH3:46])[CH3:45])=[O:42])[CH2:37][CH2:36]2)(=O)=O)=CC=1.Cl>CN(C=O)C>[CH3:22][O:21][C:3]1[CH:4]=[C:5]2[C:10](=[CH:11][C:2]=1[O:1][CH2:34][CH:35]1[CH2:40][CH2:39][N:38]([C:41]([O:43][C:44]([CH3:45])([CH3:47])[CH3:46])=[O:42])[CH2:37][CH2:36]1)[N:9]=[CH:8][N:7]([CH2:12][O:13][C:14](=[O:19])[C:15]([CH3:16])([CH3:17])[CH3:18])[C:6]2=[O:20]. Reported procedure: A suspension of 7-hydroxy-6-methoxy-3-((pivaloyloxy)methyl)-3,4-dihydroquinazolin-4-one (6.12 g, 20 mmol) potassium carbonate (5.52 g, 40 mmol) in DMF (60 ml) was stirred at ambient temperature for 30 minutes. 4-(4-Methylphenylsulphonyloxymethyl)-1-tert-butyloxycarbonylpiperidine (8.86 g, 24 mmol), (prepared as described for the starting material in Example 10), was added and the mixture was stirred at 100° C. for 2 hours. After cooling, the mixture was poured onto water/ice (400 ml, 1/1) contai... Reactants: [I-].[K+] (potassium iodide), COC=1C(=C(C(=O)O)C=CC1)NC(C(C)(C)C)=O (3-methoxy-2-pivalamidobenzoic acid), Cl (hydrochloric acid), N(=O)[O-].[Na+] (sodium nitrite). Solvent: O (water), O (water). Run at temperature 0 celsius, time 2 hour. Yields the product IC1=C(C(=O)O)C=CC=C1OC (2-iodo-3-methoxybenzoic acid). The yield is 58.4%. As a reaction SMILES: [CH3:1][O:2][C:3]1[C:4](NC(=O)C(C)(C)C)=[C:5]([CH:9]=[CH:10][CH:11]=1)[C:6]([OH:8])=[O:7].Cl.N([O-])=O.[Na+].[I-:24].[K+]>O>[I:24][C:4]1[C:3]([O:2][CH3:1])=[CH:11][CH:10]=[CH:9][C:5]=1[C:6]([OH:8])=[O:7] |f:2.3,4.5|. Reported procedure: A stirred mixture of 3-methoxy-2-pivalamidobenzoic acid (20 g, 0.08 mol) and 7M hydrochloric acid (280 ml) was heated under reflux for 2 hours then cooled to 0° C. A solution of sodium nitrite (5.8 g, 0.09 mol) in water (46 ml) was added dropwise at <5° C., the mixture was stirred at 0–5° C. for 2 hours, then a solution of potassium iodide (17.8 g, 0.11 mol) in water (39 ml) was added dropwise at 0–5° C. The stirred mixture was heated at 70–80° C. for 2 hours then cooled in ice. The product was ... Reactants: O=C1CCC(c2ccc3[nH]c(=O)oc3c2)CC1, NCCCc1ccc(F)cc1Cl. Yields the product O=c1[nH]c2ccc(C3CCC(NCCCc4ccc(F)cc4Cl)CC3)cc2o1. Reaction SMILES: [CH:13]1([c:20]2[cH:21][c:22]3[c:23]([nH:24][c:25](=[O:27])[o:26]3)[cH:28][cH:29]2)[CH2:14][CH2:15][C:16](=[O:19])[CH2:17][CH2:18]1.[Cl:1][c:2]1[c:3]([CH2:9][CH2:10][CH2:11][NH2:12])[cH:4][cH:5][c:6]([F:8])[cH:7]1>>[Cl:1][c:2]1[c:3]([CH2:9][CH2:10][CH2:11][NH:12][CH:16]2[CH2:15][CH2:14][CH:13]([c:20]3[cH:21][c:22]4[c:23]([nH:24][c:25](=[O:27])[o:26]4)[cH:28][cH:29]3)[CH2:18][CH2:17]2)[cH:4][cH:5][c:6]([F:8])[cH:7]1. Reactants: CN1CCC(=CC1)C1=NC(=CC=C1)N (1′-methyl-1′,2′,3′,6′-tetrahydro-[2,4′]bipyridinyl-6-ylamine). Reagents/catalysts: [OH-].[OH-].[Pd+2] (Pd(OH)2/C). Solvent: CCO (EtOH). Conditions: time 16 hour. Yields the product CN1CCC(CC1)C1=NC(=CC=C1)N (1′-Methyl-1′,2′,3′,4′,5′,6′-hexahydro-[2,4′]bipyridinyl-6-ylamine). RXN SMILES: [CH3:1][N:2]1[CH2:7][CH:6]=[C:5]([C:8]2[CH:13]=[CH:12][CH:11]=[C:10]([NH2:14])[N:9]=2)[CH2:4][CH2:3]1>[OH-].[OH-].[Pd+2].CCO>[CH3:1][N:2]1[CH2:7][CH2:6][CH:5]([C:8]2[CH:13]=[CH:12][CH:11]=[C:10]([NH2:14])[N:9]=2)[CH2:4][CH2:3]1 |f:1.2.3|. Reported procedure: A solution of 1′-methyl-1′,2′,3′,6′-tetrahydro-[2,4′]bipyridinyl-6-ylamine (1.1 g, 5.8 mmol) and EtOH (30 mL) was hydrogenated over 20% Pd(OH)2/C (0.3 g) at 40 psi and RT. After 16 h, the mixture was filtered through Celite® and concentrated in vacuo to give the desired compound as a yellow solid. MS m/z: 192.1 (M+H). Calc'd for C11H17N3-191.27. The reactants are ClCC=1C(=NOC1CCCCCCCOC1=CC=C(C=C1)C=1OCCN1)C (4-chloromethyl-5-{7-[4-(4,5-dihydro-2-oxazolyl)phenoxy]heptyl}-3-methylisoxazole), N1CCCC1 (pyrrolidine). The solvent is CN(C=O)C (dimethylformamide). Reaction conditions: time 8 hour. The product is O1C(=NCC1)C1=CC=C(OCCCCCCCC2=C(C(=NO2)C)CN2CCCC2)C=C1 (5-{7-[4-(4,5-dihydro-2-oxazolyl)phenoxy]heptyl}-3-methyl-4-(1-pyrrolidylmethyl)isoxazole). Isolated yield 42.6%. As a reaction SMILES: Cl[CH2:2][C:3]1[C:4]([CH3:27])=[N:5][O:6][C:7]=1[CH2:8][CH2:9][CH2:10][CH2:11][CH2:12][CH2:13][CH2:14][O:15][C:16]1[CH:21]=[CH:20][C:19]([C:22]2[O:23][CH2:24][CH2:25][N:26]=2)=[CH:18][CH:17]=1.[NH:28]1[CH2:32][CH2:31][CH2:30][CH2:29]1>CN(C)C=O>[O:23]1[CH2:24][CH2:25][N:26]=[C:22]1[C:19]1[CH:20]=[CH:21][C:16]([O:15][CH2:14][CH2:13][CH2:12][CH2:11][CH2:10][CH2:9][CH2:8][C:7]2[O:6][N:5]=[C:4]([CH3:27])[C:3]=2[CH2:2][N:28]2[CH2:32][CH2:31][CH2:30][CH2:29]2)=[CH:17][CH:18]=1. Reported procedure: A solution of 2.8 g of 4-chloromethyl-5-{7-[4-(4,5-dihydro-2-oxazolyl)phenoxy]heptyl}-3-methylisoxazole (Example 35) and 1.3 g of pyrrolidine in 50 ml of dimethylformamide was heated on a steam bath for six hours and then kept overnight at room temperature. The solvent was removed in vacuo, and the residue was dissolved in water and made basic with sodium bicarbonate solution. The solid product which separated was collected and dried to give 1.3 g of 5-{7-[4-(4,5-dihydro-2-oxazolyl)phenoxy]hepty...